From a dataset of the Open Reaction Database (ORD), a public repository of structured organic reaction records. describe an organic reaction: reactants, conditions, products, and yield Reactants: Cl.NCC1=C2CN(C(C2=CC=C1)=O)C1C(NC(CC1)=O)=O (3-(4-aminomethyl-1-oxo-1,3-dihydro-isoindol-2-yl)-piperidine-2,6-dione hydrochloride), C(CC)N=C=O (Propyl isocyanate). The solvent is C(C)#N (acetonitrile). Reaction conditions: time 30 minute. The product is O=C1NC(CCC1N1C(C2=CC=CC(=C2C1)CNC(=O)NCCC)=O)=O (1-[2-(2,6-dioxo-piperidin-3-yl)-1-oxo-2,3-dihydro-1H-isoindol-4-ylmethyl]-3-propyl-urea). Isolated yield 39.9%. Reaction SMILES: Cl.[NH2:2][CH2:3][C:4]1[CH:12]=[CH:11][CH:10]=[C:9]2[C:5]=1[CH2:6][N:7]([CH:14]1[CH2:19][CH2:18][C:17](=[O:20])[NH:16][C:15]1=[O:21])[C:8]2=[O:13].[CH2:22]([N:25]=[C:26]=[O:27])[CH2:23][CH3:24]>C(#N)C>[O:21]=[C:15]1[CH:14]([N:7]2[CH2:6][C:5]3[C:9](=[CH:10][CH:11]=[CH:12][C:4]=3[CH2:3][NH:2][C:26]([NH:25][CH2:22][CH2:23][CH3:24])=[O:27])[C:8]2=[O:13])[CH2:19][CH2:18][C:17](=[O:20])[NH:16]1 |f:0.1|. Reported procedure: 1,8-Diazabicyclo[5,4,0]-unded-7-ene (0.8 g, 5.3 mmol) was added to a stirred suspension of 3-(4-aminomethyl-1-oxo-1,3-dihydro-isoindol-2-yl)-piperidine-2,6-dione hydrochloride (0.7 g, 2.1 mmol) in acetonitrile (100 mL). The mixture was stirred for 30 minutes. Propyl isocyanate (0.3 g, 3.2 mmol) was added, and the mixture was stirred at room temperature overnight. The mixture was concentrated, and the residue was stirred with CH2Cl2 (60 mL) and 2N HCl (30 mL). The mixture was filtered and the sol... The reactants are CN(C)Cc1cccc(Br)c1, C=O, [Mg], C1CCOC1. RXN SMILES: [Br:1][c:2]1[cH:3][c:4]([CH2:5][N:6]([CH3:7])[CH3:8])[cH:9][cH:10][cH:11]1.[CH2:13]=[O:14].[Mg:12].[O:15]1[CH2:16][CH2:17][CH2:18][CH2:19]1>>[c:2]1([CH2:13][OH:14])[cH:3][c:4]([CH2:5][N:6]([CH3:7])[CH3:8])[cH:9][cH:10][cH:11]1. Yields the product CN(C)Cc1cccc(CO)c1.